Dataset: the Open Reaction Database (ORD), a public repository of structured organic reaction records. Task: describe an organic reaction: reactants, conditions, products, and yield Starting materials: BrN1C(CCC1=O)=O (N-bromosuccinimide), C(C1=CC=CC=C1)(=O)OOC(C1=CC=CC=C1)=O (benzoylperoxide), ClCCCC(=O)C1=CC=C(C=C1)C(C)C (4-chloro-1-(4-isopropyl-phenyl)-butan-1-one). Solvent: C(Cl)(Cl)(Cl)Cl (carbontetrachloride). Product: BrC(C)(C)C1=CC=C(C=C1)C(CCCCl)=O (1-[4-(1-Bromo-1-methyl-ethyl)-phenyl]-4-chloro-butan-1-one). As a reaction SMILES: [Cl:1][CH2:2][CH2:3][CH2:4][C:5]([C:7]1[CH:12]=[CH:11][C:10]([CH:13]([CH3:15])[CH3:14])=[CH:9][CH:8]=1)=[O:6].[Br:16]N1C(=O)CCC1=O.C(OOC(=O)C1C=CC=CC=1)(=O)C1C=CC=CC=1>C(Cl)(Cl)(Cl)Cl>[Br:16][C:13]([C:10]1[CH:9]=[CH:8][C:7]([C:5](=[O:6])[CH2:4][CH2:3][CH2:2][Cl:1])=[CH:12][CH:11]=1)([CH3:15])[CH3:14]. Procedure: Dissolve 4-chloro-1-(4-isopropyl-phenyl)-butan-1-one (2.10 g, 9.35 mmol) in carbontetrachloride (30 mL), add N-bromosuccinimide (1.75 g, 9.83 mmol) and benzoylperoxide (3 mg) and stir at reflux for 1 hour. Cool the reaction mixture, filter, wash with water and brine. Dry (MgSO4), filter and vaporate the solvent in vacuo to give the title compound as an amber oil.